Dataset: the Open Reaction Database (ORD), a public repository of structured organic reaction records. Task: describe an organic reaction: reactants, conditions, products, and yield RXN SMILES: [C:1](=[O:2])([O-:3])[O-:4].[CH3:26][S:27](=[O:28])(=[O:29])[c:30]1[cH:31][cH:32][c:33]([OH:36])[cH:34][n:35]1.[CH3:7][N:8]1[CH2:9][CH2:10][CH2:11][C:12]1=[O:13].[Cl:14][c:15]1[c:16]([CH:17]=[O:18])[cH:19][c:20]([N+:23](=[O:24])[O-:25])[cH:21][cH:22]1.[Cs+:5].[Cs+:6].[OH2:37]>>[c:15]1([O:36][c:33]2[cH:32][cH:31][c:30]([S:27]([CH3:26])(=[O:28])=[O:29])[n:35][cH:34]2)[c:16]([CH:17]=[O:18])[cH:19][c:20]([N+:23](=[O:24])[O-:25])[cH:21][cH:22]1. The reactants are O=C([O-])[O-], CS(=O)(=O)c1ccc(O)cn1, CN1CCCC1=O, O=Cc1cc([N+](=O)[O-])ccc1Cl, [Cs+], [Cs+], O. Yields the product CS(=O)(=O)c1ccc(Oc2ccc([N+](=O)[O-])cc2C=O)cn1. Reactants: CN1CCN(C2CCN(C3CCc4ccc(N)cc4CC3)CC2)CC1, N#CCOc1cccc(F)c1Nc1nc(Cl)ncc1Cl. Product: CN1CCN(C2CCN(C3CCc4ccc(Nc5ncc(Cl)c(Nc6c(F)cccc6OCC#N)n5)cc4CC3)CC2)CC1. RXN SMILES: [CH3:21][N:22]1[CH2:23][CH2:24][N:25]([CH:28]2[CH2:29][CH2:30][N:31]([CH:34]3[CH2:35][CH2:36][c:37]4[c:38]([cH:41][c:42]([NH2:45])[cH:43][cH:44]4)[CH2:39][CH2:40]3)[CH2:32][CH2:33]2)[CH2:26][CH2:27]1.[Cl:1][c:2]1[n:3][cH:4][c:5]([Cl:20])[c:6]([NH:8][c:9]2[c:10]([O:11][CH2:12][C:13]#[N:14])[cH:15][cH:16][cH:17][c:18]2[F:19])[n:7]1>>[c:2]1([NH:45][c:42]2[cH:41][c:38]3[c:37]([cH:44][cH:43]2)[CH2:36][CH2:35][CH:34]([N:31]2[CH2:30][CH2:29][CH:28]([N:25]4[CH2:24][CH2:23][N:22]([CH3:21])[CH2:27][CH2:26]4)[CH2:33][CH2:32]2)[CH2:40][CH2:39]3)[n:3][cH:4][c:5]([Cl:20])[c:6]([NH:8][c:9]2[c:10]([O:11][CH2:12][C:13]#[N:14])[cH:15][cH:16][cH:17][c:18]2[F:19])[n:7]1. Starting materials: CS(=O)(=O)OCC1CC(c2ccc(Br)cc2)=NO1, [Cl-], [N-]=[N+]=[N-], [Na+], [Na+], CN(C)C=O. Product: [N-]=[N+]=NCC1CC(c2ccc(Br)cc2)=NO1. Reaction SMILES: [Br:1][c:2]1[cH:3][cH:4][c:5]([C:8]2=[N:9][O:10][CH:11]([CH2:13][O:14][S:15]([CH3:16])(=[O:17])=[O:18])[CH2:12]2)[cH:6][cH:7]1.[Cl-:24].[N-:20]=[N+:21]=[N-:22].[Na+:19].[Na+:23].[O:25]=[CH:26][N:27]([CH3:28])[CH3:29]>>[Br:1][c:2]1[cH:3][cH:4][c:5]([C:8]2=[N:9][O:10][CH:11]([CH2:13][N:20]=[N+:21]=[N-:22])[CH2:12]2)[cH:6][cH:7]1. Procedure: N-({(5S)-2-Oxo-3-[4-(trimethylstannyl)phenyl]-1,3-oxazolidin-5-yl}methyl)acetamide (500 mg, 1.26 mM), [3-(5-bromothien-2-yl)-4,5-dihydroisoxazol-5-yl]methanol (330 mg, 1.26 mM), tris(dibenzylideneacetone)dipalladium (0)-chloroform adduct (130 mg, 0.126 mM) and tri-2-furylphosphine (58 mg, 0.252 mM) were placed in a flask. The solids were degassed and placed under nitrogen. Anhydrous dioxane (10 ml) was added and the suspension was heated at 90° C. for 16 hours. The reaction mixture was cooled an... Reagents/catalysts: C1=CC=C(C=C1)/C=C/C(=O)/C=C/C2=CC=CC=C2.C1=CC=C(C=C1)/C=C/C(=O)/C=C/C2=CC=CC=C2.C1=CC=C(C=C1)/C=C/C(=O)/C=C/C2=CC=CC=C2.C(Cl)(Cl)Cl.[Pd].[Pd] (tris(dibenzylideneacetone)dipalladium (0)-chloroform adduct). RXN SMILES: [O:1]=[C:2]1[N:6]([C:7]2[CH:12]=[CH:11][C:10]([Sn](C)(C)C)=[CH:9][CH:8]=2)[CH2:5][C@H:4]([CH2:17][NH:18][C:19](=[O:21])[CH3:20])[O:3]1.Br[C:23]1[S:27][C:26]([C:28]2[CH2:32][CH:31]([CH2:33][OH:34])[O:30][N:29]=2)=[CH:25][CH:24]=1.O1C=CC=C1P(C1OC=CC=1)C1OC=CC=1>C1C=CC(/C=C/C(/C=C/C2C=CC=CC=2)=O)=CC=1.C1C=CC(/C=C/C(/C=C/C2C=CC=CC=2)=O)=CC=1.C1C=CC(/C=C/C(/C=C/C2C=CC=CC=2)=O)=CC=1.C(Cl)(Cl)Cl.[Pd].[Pd]>[OH:34][CH2:33][CH:31]1[O:30][N:29]=[C:28]([C:26]2[S:27][C:23]([C:10]3[CH:11]=[CH:12][C:7]([N:6]4[CH2:5][C@H:4]([CH2:17][NH:18][C:19](=[O:21])[CH3:20])[O:3][C:2]4=[O:1])=[CH:8][CH:9]=3)=[CH:24][CH:25]=2)[CH2:32]1 |f:3.4.5.6.7.8|. The product is OCC1CC(=NO1)C1=CC=C(S1)C1=CC=C(C=C1)N1C(O[C@H](C1)CNC(C)=O)=O (N-{[(5S)-3-(4-{5-[5-(Hydroxymethyl)-4,5-dihydroisoxazol-3-yl]thien-2-yl}phenyl)-2-oxo-1,3-oxazolidin-5-yl]methyl}acetamide). Starting materials: O=C1O[C@H](CN1C1=CC=C(C=C1)[Sn](C)(C)C)CNC(C)=O (N-({(5S)-2-Oxo-3-[4-(trimethylstannyl)phenyl]-1,3-oxazolidin-5-yl}methyl)acetamide), BrC1=CC=C(S1)C1=NOC(C1)CO ([3-(5-bromothien-2-yl)-4,5-dihydroisoxazol-5-yl]methanol), O1C(=CC=C1)P(C=1OC=CC1)C=1OC=CC1 (tri-2-furylphosphine). Reaction conditions: temperature 90 celsius. Yield: 42.1%. Reported procedure: 43A was prepared in a procedure similar to that of 1A using 5-iminoisoindoline-1,3-dione, 7C and glyoxylic acid monohydrate. Yield: 17%. 1H NMR (400 MHz, Methanol-d4) δ ppm 3.87 (s, 3H) 5.21 (s, 1H) 6.90 (dd, J=8.35, 2.20 Hz, 1H) 6.99 (d, J=1.76 Hz, 1H) 7.06-7.12 (m, 2H) 7.28 (d, J=8.79 Hz, 1H) 7.51 (d, J=8.35 Hz, 1H), LCMS: 345 (M+1). Reaction SMILES: [C:1]([C:4]1[CH:5]=[C:6]([NH:10][CH:11]([C:15]2[CH:20]=[CH:19][C:18](OC)=[C:17]([O:23][CH3:24])[CH:16]=2)[C:12]([OH:14])=[O:13])[CH:7]=[CH:8][CH:9]=1)(=[O:3])[NH2:2].N=C1C=CC2C(=O)N[C:29](=[O:36])C=2C1.COC1C=C(B(O)O)C=CC=1[F:45].O.C(O)(=O)C=O>>[O:36]=[C:29]1[C:9]2[C:4](=[CH:5][C:6]([NH:10][CH:11]([C:15]3[CH:20]=[CH:19][C:18]([F:45])=[C:17]([O:23][CH3:24])[CH:16]=3)[C:12]([OH:14])=[O:13])=[CH:7][CH:8]=2)[C:1](=[O:3])[NH:2]1 |f:3.4|. Reactants: C(N)(=O)C=1C=C(C=CC1)NC(C(=O)O)C1=CC(=C(C=C1)OC)OC (2-(3-Carbamoylphenylamino)-2-(3,4-dimethoxyphenyl)acetic acid), O.C(C=O)(=O)O (glyoxylic acid monohydrate), N=C1CC=2C(NC(C2C=C1)=O)=O (5-iminoisoindoline-1,3-dione), COC=1C=C(C=CC1F)B(O)O (3-Methoxy-4-fluorophenylboronic acid). The yield is 17.0%. Yields the product O=C1NC(C2=CC(=CC=C12)NC(C(=O)O)C1=CC(=C(C=C1)F)OC)=O (2-(1,3-Dioxoisoindolin-5-ylamino)-2-(4-fluoro-3-methoxyphenyl)acetic acid). The reactants are CCN1C(=O)CN(Cc2ccc(Br)cc2Cl)C1=O, CC1(C)OB(c2ccc3c(c2)CN(C2CC2)C3=O)OC1(C)C, C1CCC(P(C2CCCCC2)C2CCCCC2)CC1, [K+], [K+], [K+], C1COCCO1, O, O=P([O-])([O-])[O-]. Yields the product CCN1C(=O)CN(Cc2ccc(-c3ccc4c(c3)CN(C3CC3)C4=O)cc2Cl)C1=O. RXN SMILES: [Br:1][c:2]1[cH:3][c:4]([Cl:18])[c:5]([CH2:6][N:7]2[C:8](=[O:15])[N:9]([CH2:13][CH3:14])[C:10](=[O:12])[CH2:11]2)[cH:16][cH:17]1.[CH:19]1([N:22]2[C:23](=[O:40])[c:24]3[cH:25][cH:26][c:27]([B:31]4[O:32][C:33]([CH3:34])([CH3:35])[C:36]([CH3:37])([CH3:38])[O:39]4)[cH:28][c:29]3[CH2:30]2)[CH2:20][CH2:21]1.[CH:41]1([P:42]([CH:43]2[CH2:44][CH2:45][CH2:46][CH2:47][CH2:48]2)[CH:49]2[CH2:50][CH2:51][CH2:52][CH2:53][CH2:54]2)[CH2:55][CH2:56][CH2:57][CH2:58][CH2:59]1.[K+:65].[K+:66].[K+:67].[O:68]1[CH2:69][CH2:70][O:71][CH2:72][CH2:73]1.[OH2:74].[P:60]([O-:61])([O-:62])([O-:63])=[O:64]>>[c:2]1(-[c:27]2[cH:26][cH:25][c:24]3[c:29]([cH:28]2)[CH2:30][N:22]([CH:19]2[CH2:20][CH2:21]2)[C:23]3=[O:40])[cH:3][c:4]([Cl:18])[c:5]([CH2:6][N:7]2[C:8](=[O:15])[N:9]([CH2:13][CH3:14])[C:10](=[O:12])[CH2:11]2)[cH:16][cH:17]1. The reactants are C(C)(=O)N1CCC(CC1)C(=O)NC=1C=CC=C2C=CC=NC12 (1-acetyl-N-(quinolin-8-yl)-4-piperidinecarboxamide), [H][H] (hydrogen). The reagents and catalysts are [Pt]=O (platinum oxide). Solvent: C(C)(=O)O (acetic acid). Product: C(C)(=O)N1CCC(CC1)C1=NC=2C=CC=C3CCCN1C23 (1-Acetyl-4-[5,6-dihydro-4H-imidazo[4,5,1-ij]quinolin-2-yl]piperidine). Isolated yield 102.7%. Reaction SMILES: [C:1]([N:4]1[CH2:9][CH2:8][CH:7]([C:10]([NH:12][C:13]2[CH:14]=[CH:15][CH:16]=[C:17]3[C:22]=2[N:21]=[CH:20][CH:19]=[CH:18]3)=O)[CH2:6][CH2:5]1)(=[O:3])[CH3:2].[H][H]>[Pt]=O.C(O)(=O)C>[C:1]([N:4]1[CH2:9][CH2:8][CH:7]([C:10]2[N:21]3[C:22]4[C:17]([CH2:18][CH2:19][CH2:20]3)=[CH:16][CH:15]=[CH:14][C:13]=4[N:12]=2)[CH2:6][CH2:5]1)(=[O:3])[CH3:2]. Procedure details: A mixture of 1-acetyl-N-(quinolin-8-yl)-4-piperidinecarboxamide (51.28 g), glacial acetic acid (800 ml), and platinum oxide (4.00 g) was shaken under hydrogen at ambient temperature until the calculated amount of hydrogen was consumed. The platinum oxide was filtered through a bed of celite and the filter cake was washed with acetic acid. The filtrate was evaporated to ~200 ml, and was then stirred under reflux for four hrs, basified with 10% ammonium hydroxide solution and extracted with dichlo...